The task is: describe an organic reaction: reactants, conditions, products, and yield. This data is from the Open Reaction Database (ORD), a public repository of structured organic reaction records. The reactants are CN (methylamine), ClCC=O (chloroacetaldehyde), C(C)OC(CC(CC(=O)OCC)=O)OCC (Ethyl 5,5-diethoxy-3-oxo-pentanoate), CN (methylamine). Run in O (water), C(C)(=O)OCC (ethyl acetate). Reaction conditions: time 5 hour. Product: C(C)OC(CC=1N(C=CC1C(=O)OCC)C)OCC (Ethyl 2-(2,2-diethoxyethyl)-1-methyl-pyrrole-3-carboxylate). RXN SMILES: [CH2:1]([O:3][CH:4]([O:14][CH2:15][CH3:16])[CH2:5][C:6](=O)[CH2:7][C:8]([O:10][CH2:11][CH3:12])=[O:9])[CH3:2].[CH3:17][NH2:18].Cl[CH2:20][CH:21]=O>O.C(OCC)(=O)C>[CH2:1]([O:3][CH:4]([O:14][CH2:15][CH3:16])[CH2:5][C:6]1[N:18]([CH3:17])[CH:20]=[CH:21][C:7]=1[C:8]([O:10][CH2:11][CH3:12])=[O:9])[CH3:2]. Procedure details: To a solution of 11.8 g of the compound obtained in Step B (50.8 mmol) in 76 mL of water there are added, dropwise at 0° C., 6.6 ml of aqueous 40% methylamine solution (76.2 mmol). The reaction mixture is stirred and gently reheated to ambient temperature over 5 hours. After returning to 0° C., 8.8 mL of aqueous 40% methylamine solution (102 mmol) and then 16.6 mL of aqueous 50% chloroacetaldehyde solution (127 mmol) are each added dropwise at a temperature of less than 10° C. The reaction mixtu... Starting materials: ClC1=NC(=CC(N1)=O)Cl (2,6-dichloro-3H-pyrimidin-4-one), C(=O)([O-])[O-].[K+].[K+] (K2CO3), BrCCCOC (1-Bromo-3-methoxy-propane). Solvent: CN(C)C=O (DMF). Reaction conditions: time 10 minute. Yields the product ClC1=NC(=CC(N1CCCOC)=O)Cl (2,6-dichloro-3-(3-methoxy-propyl)-3H-pyrimidin-4-one). Yield: 46.2%. As a reaction SMILES: [Cl:1][C:2]1[NH:7][C:6](=[O:8])[CH:5]=[C:4]([Cl:9])[N:3]=1.C([O-])([O-])=O.[K+].[K+].Br[CH2:17][CH2:18][CH2:19][O:20][CH3:21]>CN(C=O)C>[Cl:1][C:2]1[N:7]([CH2:17][CH2:18][CH2:19][O:20][CH3:21])[C:6](=[O:8])[CH:5]=[C:4]([Cl:9])[N:3]=1 |f:1.2.3|. Reported procedure: To a solution of 2,6-dichloro-3H-pyrimidin-4-one (600 mg, 3.65 mmol) in DMF (10 mL) was added K2CO3 (1.0 g, 7.3 mmol) and the mixture was stirred at RT for 10 min. 1-Bromo-3-methoxy-propane (101 mg, 7.3 mmol) was then added dropwise at 0° C., and the mixture was stirred at RT overnight. DMF was concentrated in vacuo, and the residue was purified by silica chromatography to give 400 mg of the title compound (47%). [M+H] Calc'd for; Calc'd for C8H10Cl2N2O2, 237. Found, 237. The reactants are C(C#C)OC1OCCCC1 (tetrahydro-2-(2-propynyloxy)-2H-pyran), C(CCC)[Li] (n-butyllithium), [Cl-].[NH4+] (ammonium chloride), BrC1=CC=C(C=C1)N=C=O (4-bromophenylisocyanate). The solvent is C1CCOC1 (THF), CCCCCC (hexane). Reaction conditions: time 15 minute. Yields the product BrC1=CC=C(C=C1)NC(C#CCCOC1OCCCC1)=O (N-(4-bromophenyl)-4-(tetrahydropyran-2-yloxymethyl)-2-butynamide). Isolated yield 56.8%. RXN SMILES: [CH2:1]([O:4][CH:5]1[CH2:10][CH2:9][CH2:8][CH2:7][O:6]1)[C:2]#[CH:3].[CH2:11]([Li])CCC.[Br:16][C:17]1[CH:22]=[CH:21][C:20]([N:23]=[C:24]=[O:25])=[CH:19][CH:18]=1.[Cl-].[NH4+]>C1COCC1.CCCCCC>[Br:16][C:17]1[CH:22]=[CH:21][C:20]([NH:23][C:24](=[O:25])[C:11]#[C:3][CH2:2][CH2:1][O:4][CH:5]2[CH2:10][CH2:9][CH2:8][CH2:7][O:6]2)=[CH:19][CH:18]=1 |f:3.4|. Procedure: To a solution of 4.98 g (35.5 mmol) of tetrahydro-2-(2-propynyloxy)-2H-pyran in 70 mL of THF under N2 was added 14.2 mL (35.5 mmol) of 2.5 M n-butyllithium in hexane. After 15 minutes, 7.03 g (35.5 mmol) of 4-bromophenylisocyanate was added and then the reaction was allowed to warm to room temperature. Saturated aqueous ammonium chloride (20 mL) was added and the mixture extracted with 30 mL ethyl acetate three times. The combined organic extracts were dried with MgSO4, concentrated to an oil in... The reactants are COC1=CC=C(C=C1)C=1N=CNC1C1=CC=C(C=C1)OC (4,5-bis(4-methoxyphenyl)imidazole), C([O-])(O)=O.[Na+] (sodium bicarbonate), O1CCC=C1 (2,3-dihydrofuran), [Sn](Cl)(Cl)(Cl)Cl (tin tetrachloride). The solvent is ClCCCl (1,2-dichloroethane). The product is COC1=CC=C(C=C1)C=1N=CN(C1C1=CC=C(C=C1)OC)C1OCCC1 (4,5-bis(4-methoxyphenyl)-1-(tetrahydrofuran-2-yl)imidazole). Isolated yield 76.9%. As a reaction SMILES: [CH3:1][O:2][C:3]1[CH:8]=[CH:7][C:6]([C:9]2[N:10]=[CH:11][NH:12][C:13]=2[C:14]2[CH:19]=[CH:18][C:17]([O:20][CH3:21])=[CH:16][CH:15]=2)=[CH:5][CH:4]=1.[O:22]1[CH:26]=[CH:25][CH2:24][CH2:23]1.[Sn](Cl)(Cl)(Cl)Cl.C(=O)(O)[O-].[Na+]>ClCCCl>[CH3:21][O:20][C:17]1[CH:18]=[CH:19][C:14]([C:13]2[N:12]=[CH:11][N:10]([CH:23]3[CH2:24][CH2:25][CH2:26][O:22]3)[C:9]=2[C:6]2[CH:7]=[CH:8][C:3]([O:2][CH3:1])=[CH:4][CH:5]=2)=[CH:15][CH:16]=1 |f:3.4|. Reported procedure: 5.61 g of 4,5-bis(4-methoxyphenyl)imidazole is suspended in 150 ml of absolute 1,2-dichloroethane and combined with 2.8 g of 2,3-dihydrofuran as well as 0.2 ml of tin tetrachloride. The mixture is heated under agitation for 12 hours to 70°, allowed to cool, and poured into 200 ml of cold sodium bicarbonate solution. The organic phase is separated, dried over sodium sulfate, and concentrated under vacuum. The residue is dissolved in dichloromethane and subjected to a hexane precipitation. The pre... Starting materials: C1(CCCCC1)N=C=O (Cyclohexyl isocyanate), COC(CSC=1C=C(C=CC1)O)OC (3-(2,2-Dimethoxyethylthio)phenol), [N-]=C=O (isocyanate). The reagents and catalysts are C(C)N(CC)CC (triethylamine). Run in C1=CC=CC=C1 (benzene). Run at time 6 hour. Yields the product C1(CCCCC1)NC(OC1=CC(=CC=C1)SCC(OC)OC)=O (O-[3-(2,2-dimethoxyethylthio) phenyl] N-cyclohexylcarbamate). RXN SMILES: [CH3:1][O:2][CH:3]([O:13][CH3:14])[CH2:4][S:5][C:6]1[CH:7]=[C:8]([OH:12])[CH:9]=[CH:10][CH:11]=1.[CH:15]1([N:21]=[C:22]=[O:23])[CH2:20][CH2:19][CH2:18][CH2:17][CH2:16]1.[N-]=C=O>C1C=CC=CC=1.C(N(CC)CC)C>[CH:15]1([NH:21][C:22](=[O:23])[O:12][C:8]2[CH:9]=[CH:10][CH:11]=[C:6]([S:5][CH2:4][CH:3]([O:2][CH3:1])[O:13][CH3:14])[CH:7]=2)[CH2:20][CH2:19][CH2:18][CH2:17][CH2:16]1. Reported procedure: 3-(2,2-Dimethoxyethylthio)phenol (0.05 mole) dissolved in benzene (10 ml) is charged into a glass reaction flask equipped with a mechanical stirrer. Cyclohexyl isocyanate (0.06 mole) and triethylamine (3 drops) are then added, and the resulting mixture is stirred at room temperature for a period of about 6 hours. The mixture is then stripped of solvent and unreacted isocyanate to yield the desired product O-[3-(2,2-dimethoxyethylthio) phenyl] N-cyclohexylcarbamate as the residue. The reactants are C1CO1, CC(C)(N)CO, O. Yields the product CC(C)(CO)NCCO. RXN SMILES: [CH2:7]1[CH2:8][O:9]1.[NH2:1][C:2]([CH2:3][OH:4])([CH3:5])[CH3:6].[OH2:10]>>[NH:1]([C:2]([CH2:3][OH:4])([CH3:5])[CH3:6])[CH2:7][CH2:8][OH:9]. Starting materials: COCCC(=O)Nc1cn(C(=O)OC(C)(C)C)c2ncc(Br)c(N3CCCC(NC(=O)OC(C)(C)C)C3)c12, CC(=O)O[Pd]OC(C)=O, CCOC(C)=O, OB(O)C1CC1, C1CCC(P(C2CCCCC2)C2CCCCC2)CC1, [K+], [K+], [K+], O, O, O=P([O-])([O-])[O-], Cc1ccccc1. The product is COCCC(=O)Nc1cn(C(=O)OC(C)(C)C)c2ncc(C3CC3)c(N3CCCC(NC(=O)OC(C)(C)C)C3)c12. Reaction SMILES: [Br:1][c:2]1[c:3]([N:25]2[CH2:26][CH:27]([NH:31][C:32](=[O:33])[O:34][C:35]([CH3:36])([CH3:37])[CH3:38])[CH2:28][CH2:29][CH2:30]2)[c:4]2[c:5]([n:6][cH:7]1)[n:8]([C:18](=[O:19])[O:20][C:21]([CH3:22])([CH3:23])[CH3:24])[cH:9][c:10]2[NH:11][C:12]([CH2:13][CH2:14][O:15][CH3:16])=[O:17].[C:87]([O:88][Pd:89][O:90][C:91](=[O:92])[CH3:93])(=[O:94])[CH3:95].[CH3:80][CH2:81][O:82][C:83]([CH3:84])=[O:85].[CH:39]1([B:42]([OH:43])[OH:44])[CH2:40][CH2:41]1.[CH:45]1([P:46]([CH:47]2[CH2:48][CH2:49][CH2:50][CH2:51][CH2:52]2)[CH:53]2[CH2:54][CH2:55][CH2:56][CH2:57][CH2:58]2)[CH2:59][CH2:60][CH2:61][CH2:62][CH2:63]1.[K+:69].[K+:70].[K+:71].[OH2:72].[OH2:86].[P:64]([O-:65])([O-:66])([O-:67])=[O:68].[c:73]1([CH3:74])[cH:75][cH:76][cH:77][cH:78][cH:79]1>>[c:2]1([CH:39]2[CH2:40][CH2:41]2)[c:3]([N:25]2[CH2:26][CH:27]([NH:31][C:32](=[O:33])[O:34][C:35]([CH3:36])([CH3:37])[CH3:38])[CH2:28][CH2:29][CH2:30]2)[c:4]2[c:5]([n:6][cH:7]1)[n:8]([C:18](=[O:19])[O:20][C:21]([CH3:22])([CH3:23])[CH3:24])[cH:9][c:10]2[NH:11][C:12]([CH2:13][CH2:14][O:15][CH3:16])=[O:17]. Starting materials: COC(\C=C\C1=C(C=CC=C1C#CCCCCO)O)=O ((E)-3-[2-Hydroxy-6-(6-hydroxy-1-hexynyl)phenyl]-2-propenoic Acid Methyl Ester), BrCCCCCCCC(=O)OC (methyl 8-bromo-octanoate). The product is COC(CCCCCCCOC1=C(C(=CC=C1)C#CCCCCO)\C=C\C(=O)OC)=O ((E)-8-[2-(3-Methoxy-3-oxo-1-propenyl)-3-(6-hydroxy-1-hexynyl)phenoxy]octanoic Acid Methyl Ester). Yield: 67.0%. As a reaction SMILES: [CH3:1][O:2][C:3](=[O:20])/[CH:4]=[CH:5]/[C:6]1[C:11]([C:12]#[C:13][CH2:14][CH2:15][CH2:16][CH2:17][OH:18])=[CH:10][CH:9]=[CH:8][C:7]=1[OH:19].Br[CH2:22][CH2:23][CH2:24][CH2:25][CH2:26][CH2:27][CH2:28][C:29]([O:31][CH3:32])=[O:30]>>[CH3:32][O:31][C:29](=[O:30])[CH2:28][CH2:27][CH2:26][CH2:25][CH2:24][CH2:23][CH2:22][O:19][C:7]1[CH:8]=[CH:9][CH:10]=[C:11]([C:12]#[C:13][CH2:14][CH2:15][CH2:16][CH2:17][OH:18])[C:6]=1/[CH:5]=[CH:4]/[C:3]([O:2][CH3:1])=[O:20]. Reported procedure: Using the procedure of example 122, (E)-3-[(2-hydroxy-6-(6-hydroxy-1-hexynyl)phenyl]-2-propenoic acid methyl ester (example 176) was alkylated with methyl 8-bromo-octanoate giving the title compound, in 67% yield, as a colorless oil.